This data is from the Open Reaction Database (ORD), a public repository of structured organic reaction records. The task is: describe an organic reaction: reactants, conditions, products, and yield Reactants: C1CCOC1, CC(C)[N-]C(C)C, ICI, [Li+], COC(=O)C1CCOCC1. Product: COC(=O)C1(CI)CCOCC1. As a reaction SMILES: [CH2:22]1[O:23][CH2:24][CH2:25][CH2:26]1.[CH:11]([N-:12][CH:13]([CH3:14])[CH3:15])([CH3:16])[CH3:17].[I:19][CH2:20][I:21].[Li+:18].[O:1]1[CH2:2][CH2:3][CH:4]([C:7](=[O:8])[O:9][CH3:10])[CH2:5][CH2:6]1>>[O:1]1[CH2:2][CH2:3][C:4]([C:7](=[O:8])[O:9][CH3:10])([CH2:20][I:19])[CH2:5][CH2:6]1.